This data is from the Open Reaction Database (ORD), a public repository of structured organic reaction records. The task is: describe an organic reaction: reactants, conditions, products, and yield Reactants: c12c(ccn1CCO)c(nc(n2)N)NNC(=O)c1ccco1. Reagents/catalysts: c1ccc(cc1)-c2c3ccccc3cc4ccccc24 (9-Phenylanthracene), [Li+].C(F)(F)(F)S(=O)(=O)[O-] (LiOTf). Run in C(CCl)Cl (DCE). Conditions: temperature 25 celsius, time 18 hour. The product is Nc1nc2c(ccn2CCO)c3nc(nn13)c4occc4. As a reaction SMILES: [NH2:1][c:2]1[n:21][c:20]([c:13]2[c:4]([NH:5][NH:6][C:7]([c:8]3[cH:12][cH:11][cH:10][o:9]3)=O)[n:3]1)[n:16]([CH2:17][CH2:18][OH:19])[cH:15][cH:14]2>>[NH2:1][c:2]1[n:3]([c:4]2[c:13]3[c:20]([n:16]([CH2:17][CH2:18][OH:19])[cH:15][cH:14]3)[n:21]1)[n:6][c:7]([c:8]4[cH:12][cH:11][cH:10][o:9]4)[n:5]2. The reactants are CNCC=C (N-methyl-2-propen-1-amine), BrCCC(=O)OCC (ethyl 3-bromo-propanoate), C([O-])([O-])=O.[K+].[K+] (potassium carbonate), CC(CC)=O (2-butanone). Conditions: temperature 50 celsius, time 4 hour. Product: C(C)C(N(CC=C)C)CC(=O)O (ethyl N-methyl-N-2-propenyl-β-alanine). The yield is 63.0%. Reaction SMILES: [CH3:1][NH:2][CH2:3][CH:4]=[CH2:5].Br[CH2:7][CH2:8][C:9]([O:11]CC)=[O:10].C(=O)([O-])[O-].[K+].[K+].[CH3:20][C:21](=O)CC>>[CH2:20]([CH:7]([CH2:8][C:9]([OH:11])=[O:10])[N:2]([CH3:1])[CH2:3][CH:4]=[CH2:5])[CH3:21] |f:2.3.4|. Procedure: A mixture of N-methyl-2-propen-1-amine (2.7 ml), ethyl 3-bromo-propanoate (4.5 ml) and potassium carbonate (5.8 g) in 2-butanone (20 ml) was stirred at 50° C. for 4 hours. The mixture was cooled to room temperature, filtered and the filtrate evaporated. The residue was dissolved in water, extracted with CH2Cl2 and the solvent evaporated. The residue was purified by column chromatography over silica gel (eluent: CH2Cl2 /CH3OH 9.75/0.25). The pure fractions were collected and evaporated, yielding ...